Dataset: the Open Reaction Database (ORD), a public repository of structured organic reaction records. Task: describe an organic reaction: reactants, conditions, products, and yield The reactants are C1CCOC1, CC(=O)Cl, CC(C)NCCOc1ccc(-c2cc3c(ncn3C)c(C#N)n2)cc1C(F)(F)F, CCN(C(C)C)C(C)C. Yields the product CC(=O)N(CCOc1ccc(-c2cc3c(ncn3C)c(C#N)n2)cc1C(F)(F)F)C(C)C. RXN SMILES: [CH2:43]1[O:44][CH2:45][CH2:46][CH2:47]1.[CH3:39][C:40]([Cl:41])=[O:42].[CH:1]([CH3:2])([CH3:3])[NH:4][CH2:5][CH2:6][O:7][c:8]1[c:9]([C:26]([F:27])([F:28])[F:29])[cH:10][c:11](-[c:14]2[cH:15][c:16]3[c:17]([c:18]([C:20]#[N:21])[n:19]2)[n:22][cH:23][n:24]3[CH3:25])[cH:12][cH:13]1.[CH:30]([N:31]([CH2:32][CH3:33])[CH:34]([CH3:35])[CH3:36])([CH3:37])[CH3:38]>>[CH:1]([CH3:2])([CH3:3])[N:4]([CH2:5][CH2:6][O:7][c:8]1[c:9]([C:26]([F:27])([F:28])[F:29])[cH:10][c:11](-[c:14]2[cH:15][c:16]3[c:17]([c:18]([C:20]#[N:21])[n:19]2)[n:22][cH:23][n:24]3[CH3:25])[cH:12][cH:13]1)[C:40]([CH3:39])=[O:42]. Reactants: CS(C)=O, N#Cc1cnc(Oc2ccc(C=O)cc2)cn1, ClCCl, [K+], [K+], O=C([O-])[O-], OO. Yields the product NC(=O)c1cnc(Oc2ccc(C=O)cc2)cn1. As a reaction SMILES: [CH3:26][S:27]([CH3:28])=[O:29].[CH:1](=[O:2])[c:3]1[cH:4][cH:5][c:6]([O:7][c:8]2[n:9][cH:10][c:11]([C:14]#[N:15])[n:12][cH:13]2)[cH:16][cH:17]1.[Cl:30][CH2:31][Cl:32].[K+:18].[K+:19].[O-:20][C:21]([O-:22])=[O:23].[OH:24][OH:25]>>[CH:1](=[O:2])[c:3]1[cH:4][cH:5][c:6]([O:7][c:8]2[n:9][cH:10][c:11]([C:14]([NH2:15])=[O:20])[n:12][cH:13]2)[cH:16][cH:17]1.